describe an organic reaction: reactants, conditions, products, and yield From a dataset of the Open Reaction Database (ORD), a public repository of structured organic reaction records. Reactants: [Br-], Cc1ccccc1, CCCC[N+](CCCC)(CCCC)CCCC, ClP(c1ccccc1)c1ccccc1, CC(C)c1nc(N(C)S(C)(=O)=O)nc(-c2ccc(F)cc2)c1CO, [K+], [OH-], O. Product: CC(C)c1nc(N(C)S(C)(=O)=O)nc(-c2ccc(F)cc2)c1CP(=O)(c1ccccc1)c1ccccc1. Reaction SMILES: [Br-:49].[CH3:42][c:43]1[cH:44][cH:45][cH:46][cH:47][cH:48]1.[CH3:50][CH2:51][CH2:52][CH2:53][N+:54]([CH2:55][CH2:56][CH2:57][CH3:58])([CH2:59][CH2:60][CH2:61][CH3:62])[CH2:63][CH2:64][CH2:65][CH3:66].[Cl:25][P:26]([c:27]1[cH:28][cH:29][cH:30][cH:31][cH:32]1)[c:33]1[cH:34][cH:35][cH:36][cH:37][cH:38]1.[F:1][c:2]1[cH:3][cH:4][c:5](-[c:8]2[n:9][c:10]([N:19]([S:20](=[O:21])(=[O:22])[CH3:23])[CH3:24])[n:11][c:12]([CH:16]([CH3:17])[CH3:18])[c:13]2[CH2:14][OH:15])[cH:6][cH:7]1.[K+:40].[OH-:39].[OH2:41]>>[F:1][c:2]1[cH:3][cH:4][c:5](-[c:8]2[n:9][c:10]([N:19]([S:20](=[O:21])(=[O:22])[CH3:23])[CH3:24])[n:11][c:12]([CH:16]([CH3:17])[CH3:18])[c:13]2[CH2:14][P:26]([c:27]2[cH:28][cH:29][cH:30][cH:31][cH:32]2)([c:33]2[cH:34][cH:35][cH:36][cH:37][cH:38]2)=[O:39])[cH:6][cH:7]1. The reactants are CN(C)C=O (DMF), NC=1C2=C(N=C(N1)N/N=C(\CCC(F)(F)F)/C1=C(C=CC(=C1)Cl)Br)NC(C2(C2=CC=CC=C2)C)=O (4-amino-2-{(2E)-2-[1-(2-bromo-5-chlorophenyl)-4,4,4-trifluorobutylidene]hydrazinyl}-5-methyl-5-phenyl-5,7-dihydro-6H-pyrrolo[2,3-d]pyrimidin-6-one), CNCCNC (N,N′-dimethylethylenediamine). Reagents/catalysts: [Cu]I (copper (I) iodide). Solvent: CCOC(=O)C (EtOAc). The product is NC=1C2=C(N=C(N1)N1N=C(C3=CC(=CC=C13)Cl)CCC(F)(F)F)NC(C2(C2=CC=CC=C2)C)=O (4-amino-2-[5-chloro-3-(3,3,3-trifluoropropyl)-1H-indazol-1-yl]-5-methyl-5-phenyl-5,7-dihydro-6H-pyrrolo[2,3-d]pyrimidin-6-one). Reaction SMILES: CN(C=O)C.[NH2:6][C:7]1[C:8]2[C:32]([CH3:39])([C:33]3[CH:38]=[CH:37][CH:36]=[CH:35][CH:34]=3)[C:31](=[O:40])[NH:30][C:9]=2[N:10]=[C:11]([NH:13]/[N:14]=[C:15](/[C:22]2[CH:27]=[C:26]([Cl:28])[CH:25]=[CH:24][C:23]=2Br)\[CH2:16][CH2:17][C:18]([F:21])([F:20])[F:19])[N:12]=1.CNCCNC>CCOC(C)=O.[Cu]I>[NH2:6][C:7]1[C:8]2[C:32]([CH3:39])([C:33]3[CH:38]=[CH:37][CH:36]=[CH:35][CH:34]=3)[C:31](=[O:40])[NH:30][C:9]=2[N:10]=[C:11]([N:13]2[C:23]3[C:22](=[CH:27][C:26]([Cl:28])=[CH:25][CH:24]=3)[C:15]([CH2:16][CH2:17][C:18]([F:21])([F:20])[F:19])=[N:14]2)[N:12]=1. Reported procedure: A DMF (3 mL) solution of the crude intermediate from Step C (77 mg, 0.135 mmol), copper (I) iodide (25.7 mg, 0.135 mmol), and N,N′-dimethylethylenediamine (14.3 mg, 0.162 mmol) was stirred at ambient temperature for 1 hour. The reaction mixture was diluted with EtOAc and washed with 10% aqueous NH4OH solution (2×), water (3×), and brine. The organic phase was JO dried over anhydrous magnesium sulfate, filtered and concentrated. The residue was purified by reverse phase HPLC using a water/acetoni... Starting materials: BrC=1C=NC2=CC=C(C=C2C1)CN1N=NC=2C1=NC(=CN2)Br (3-bromo-6-((6-bromo-1H-[1,2,3]triazolo[4,5-b]pyrazin-1-yl)methyl)quinoline), C(CCC)[Sn](C(=C)OCC)(CCCC)CCCC (tributyl(1-ethoxyvinyl)stannane), CCOC(=O)C (EtOAc). The reagents and catalysts are C=1C=CC(=CC1)[P](C=2C=CC=CC2)(C=3C=CC=CC3)[Pd]([P](C=4C=CC=CC4)(C=5C=CC=CC5)C=6C=CC=CC6)([P](C=7C=CC=CC7)(C=8C=CC=CC8)C=9C=CC=CC9)[P](C=1C=CC=CC1)(C=1C=CC=CC1)C=1C=CC=CC1 (Pd(PPh3)4). Run in CN(C)C=O (DMF). Conditions: time 3 hour. Yields the product C(C)(=O)C1=CN=C2C(=N1)N(N=N2)CC=2C=C1C=C(C=NC1=CC2)C(C)=O (1-(6-((6-Acetyl-1H-[1,2,3]triazolo[4,5-b]pyrazin-1-yl)methyl)quinolin-3-yl)ethanone). The yield is 45.0%. RXN SMILES: Br[C:2]1[CH:3]=[N:4][C:5]2[C:10]([CH:11]=1)=[CH:9][C:8]([CH2:12][N:13]1[C:17]3=[N:18][C:19](Br)=[CH:20][N:21]=[C:16]3[N:15]=[N:14]1)=[CH:7][CH:6]=2.C([Sn](CCCC)(CCCC)C([O:30][CH2:31][CH3:32])=C)CCC.[CH3:41][CH2:42][O:43]C(C)=O>CN(C=O)C.C1C=CC([P]([Pd]([P](C2C=CC=CC=2)(C2C=CC=CC=2)C2C=CC=CC=2)([P](C2C=CC=CC=2)(C2C=CC=CC=2)C2C=CC=CC=2)[P](C2C=CC=CC=2)(C2C=CC=CC=2)C2C=CC=CC=2)(C2C=CC=CC=2)C2C=CC=CC=2)=CC=1>[C:42]([C:19]1[N:18]=[C:17]2[N:13]([CH2:12][C:8]3[CH:9]=[C:10]4[C:5](=[CH:6][CH:7]=3)[N:4]=[CH:3][C:2]([C:31](=[O:30])[CH3:32])=[CH:11]4)[N:14]=[N:15][C:16]2=[N:21][CH:20]=1)(=[O:43])[CH3:41] |^1:55,57,76,95|. Procedure: A solution of 3-bromo-6-((6-bromo-1H-[1,2,3]triazolo[4,5-b]pyrazin-1-yl)methyl)quinoline (128 mg, 0.305 mmol), Pd(PPh3)4 (51.5 mg, 0.045 mmol) and tributyl(1-ethoxyvinyl)stannane (253 mg, 0.701 mmol) in 5 mL of DMF was heated at 95° C. for 1 h under nitrogen. The reaction mixture was diluted with EtOAc, washed with water. The organic layer was separated, dried over Na2SO4, filtered and concentrated in vacuo. The residue was dissolved in HOAc and 3 N HCl, and stirred at rt for 3 h. The solvent wa...